Dataset: the Open Reaction Database (ORD), a public repository of structured organic reaction records. Task: describe an organic reaction: reactants, conditions, products, and yield Starting materials: O=C1CCCCCC1, C1CCOC1, CC(C)(C)[O-], ClCCCCCI, [K+]. The product is O=C1CCCCCC12CCCCC2. As a reaction SMILES: [C:1]1(=[O:8])[CH2:2][CH2:3][CH2:4][CH2:5][CH2:6][CH2:7]1.[CH2:22]1[O:23][CH2:24][CH2:25][CH2:26]1.[CH3:9][C:10]([CH3:11])([O-:12])[CH3:13].[Cl:15][CH2:16][CH2:17][CH2:18][CH2:19][CH2:20][I:21].[K+:14]>>[C:1]1(=[O:8])[C:2]2([CH2:3][CH2:4][CH2:5][CH2:6][CH2:7]1)[CH2:16][CH2:17][CH2:18][CH2:19][CH2:20]2. Reactants: [OH-].[Na+] (sodium hydroxide), FC(C=1COC2=C(C1C(=O)OCC)C1=CC=CC=C1C=C2)(F)F (ethyl 2-trifluoromethyl-3H-naphthopyran-carboxylate), Cl (HCl). Solvent: O1CCCC1 (tetrahydrofuran), C(C)O (ethanol). Run at time 16 hour. Yields the product FC(C=1COC2=C(C1C(=O)O)C1=CC=CC=C1C=C2)(F)F (2-trifluoromethyl-3H-naphthopyran-carboxylic acid). Yield: 95.2%. RXN SMILES: [F:1][C:2]([F:23])([F:22])[C:3]1[CH2:4][O:5][C:6]2[CH:21]=[CH:20][C:19]3[C:14](=[CH:15][CH:16]=[CH:17][CH:18]=3)[C:7]=2[C:8]=1[C:9]([O:11]CC)=[O:10].[OH-].[Na+].Cl>C(O)C.O1CCCC1>[F:23][C:2]([F:1])([F:22])[C:3]1[CH2:4][O:5][C:6]2[CH:21]=[CH:20][C:19]3[C:14](=[CH:15][CH:16]=[CH:17][CH:18]=3)[C:7]=2[C:8]=1[C:9]([OH:11])=[O:10] |f:1.2|. Reported procedure: A solution of the ester from Step 1 (0.8 g, 2.5 mmol) was dissolved in 40 mL of ethanol and 10 mL of tetrahydrofuran, treated with sodium hydroxide (2.5 N, 10 mL, 25 mmol) and stirred at room temperature for 16 hours. The reaction mixture was acidified with 1.0 N HCl, whereupon a solid formed that was isolated by filtration. The solid was washed with 20 mL of water to afford 0.7 g (95%) of the title compound as a yellow solid: mp 245.9–248.6° C. 1H NMR (acetone-d6/300 MHz) 8.57 (s, 1H), 8.28 (d,... Reactants: CC(=O)[O-], CC(=O)OC(C)=O, CC(=O)O, Cl, Nc1ccccc1C1OC(=O)NC1=O, [Na+]. Product: CC(=O)Nc1ccccc1C1OC(=O)NC1=O. RXN SMILES: [CH3:17][C:18]([O-:19])=[O:20].[CH3:21][C:22]([O:23][C:24](=[O:25])[CH3:26])=[O:27].[CH3:28][C:29](=[O:30])[OH:31].[ClH:1].[NH2:2][c:3]1[c:4]([CH:9]2[C:10](=[O:15])[NH:11][C:12](=[O:14])[O:13]2)[cH:5][cH:6][cH:7][cH:8]1.[Na+:16]>>[NH:2]([c:3]1[c:4]([CH:9]2[C:10](=[O:15])[NH:11][C:12](=[O:14])[O:13]2)[cH:5][cH:6][cH:7][cH:8]1)[C:18]([CH3:17])=[O:19]. The reactants are O=C(CCC=1C(C2=CC=CC=C2C(C1CCC(C)=O)=O)=O)C (2,3-bis(3-oxobutyl)-1,4-naphthoquinone), C(=N)(N)NN.Cl (aminoguanidine hydrochloride), Cl (HCl). The solvent is C(C)O (ethanol). The product is Cl.Cl.C(N)(=N)NN=C(CCC=1C(C2=CC=CC=C2C(C1CCC(C)=NNC(N)=N)=O)=O)C (2,3-Bis(3-(2-amidinohydrazono)butyl)-1,4-naphthoquinone dihydrochloride). The yield is 54.1%. Reaction SMILES: O=[C:2]([CH3:22])[CH2:3][CH2:4][C:5]1[C:6](=[O:21])[C:7]2[C:12]([C:13](=[O:20])[C:14]=1[CH2:15][CH2:16][C:17](=O)[CH3:18])=[CH:11][CH:10]=[CH:9][CH:8]=2.[C:23]([NH:26][NH2:27])([NH2:25])=[NH:24].[ClH:28].Cl>C(O)C>[ClH:28].[ClH:28].[C:23]([NH:26][N:27]=[C:2]([CH3:22])[CH2:3][CH2:4][C:5]1[C:6](=[O:21])[C:7]2[C:12]([C:13](=[O:20])[C:14]=1[CH2:15][CH2:16][C:17](=[N:27][NH:26][C:23](=[NH:24])[NH2:25])[CH3:18])=[CH:11][CH:10]=[CH:9][CH:8]=2)(=[NH:25])[NH2:24] |f:1.2,5.6.7|. Procedure: Naphthoquinone (3.12 g, 20 mmol), 4-oxopentanoic acid (13.9 g, 120 mmol) and silver nitrate (2.0 g, 11.8 mmole) are combined in 30% aqueous acetonitrile at 65° C. A solution of ammonium peroxydisulfate (12.0 g, 52.6 mmole) is added dropwise over 30 minutes while the stirred mixture is maintained at 65°-75° C. On cooling, the mixture is extracted with diethyl ether (300 ml). The extract is then washed with water (3×50 ml), 5% NaHCO3 (2×50 ml) and brine (50 ml) and dried over MgSO4. After filtrati... Reactants: OC1=CC(=CC2=C1C(=C(C(O2)(C)C)CCC(=O)O)C)CCCCC (5-Hydroxy-2,2,4-trimethyl-7-pentyl-2H-1-benzopyran-3-propanoic acid), ON1C(CCC1=O)=O (N-hydroxysuccinimide), Cl.C(C)N=C=NCCCN(C)C (1-ethyl-3-(dimethylaminopropyl)carbodiimide hydrochloride). The solvent is C(Cl)Cl (methylene chloride). Conditions: time 4 hour. Yields the product OC1=CC(=CC2=C1C(=C(C(O2)(C)C)CCC(ON2C(CCC2=O)=O)=O)C)CCCCC (1-[3-(5-Hydroxy-2,2,4-trimethyl-7-pentyl-2H-1-benzopyran-3-yl)-1-oxopropoxy]-2,5-pyrrolidinedione). Yield: 64.7%. RXN SMILES: [OH:1][C:2]1[C:7]2[C:8]([CH3:19])=[C:9]([CH2:14][CH2:15][C:16]([OH:18])=[O:17])[C:10]([CH3:13])([CH3:12])[O:11][C:6]=2[CH:5]=[C:4]([CH2:20][CH2:21][CH2:22][CH2:23][CH3:24])[CH:3]=1.O[N:26]1[C:30](=[O:31])[CH2:29][CH2:28][C:27]1=[O:32].Cl.C(N=C=NCCCN(C)C)C>C(Cl)Cl>[OH:1][C:2]1[C:7]2[C:8]([CH3:19])=[C:9]([CH2:14][CH2:15][C:16](=[O:18])[O:17][N:26]3[C:30](=[O:31])[CH2:29][CH2:28][C:27]3=[O:32])[C:10]([CH3:13])([CH3:12])[O:11][C:6]=2[CH:5]=[C:4]([CH2:20][CH2:21][CH2:22][CH2:23][CH3:24])[CH:3]=1 |f:2.3|. Procedure: To a solution of 6 mg (0.018 mmol) of the acid 5-Hydroxy-2,2,4-trimethyl-7-pentyl-2H-1-benzopyran-3-propanoic acid in anhy. methylene chloride under argon was added 10.3 mg (5 eq.) of N-hydroxysuccinimide (NHS) (Aldrich) followed by 8.6 mg (2.5 eq.) of 1-ethyl-3-(dimethylaminopropyl)carbodiimide hydrochloride (EDC.HCl) (Sigma). After stirring at RT under argon for 4 hr TLC indicated only traces of starting material were left. The reaction mixture was directly subjected to chromatography on silic... Reactants: CC(C)(C)OC(=O)N1CCNCC1, CC#N, [K+], [K+], O=C([O-])[O-], CS(=O)(=O)OC1CCOC1. Yields the product CC(C)(C)OC(=O)N1CCN(C2CCOC2)CC1. RXN SMILES: [C:1]([CH3:2])([CH3:3])([CH3:4])[O:5][C:6](=[O:7])[N:8]1[CH2:9][CH2:10][NH:11][CH2:12][CH2:13]1.[CH3:30][C:31]#[N:32].[K+:24].[K+:25].[O-:26][C:27]([O-:28])=[O:29].[O:14]1[CH2:15][CH:16]([O:19][S:20]([CH3:21])(=[O:22])=[O:23])[CH2:17][CH2:18]1>>[C:1]([CH3:2])([CH3:3])([CH3:4])[O:5][C:6](=[O:7])[N:8]1[CH2:9][CH2:10][N:11]([CH:16]2[CH2:15][O:14][CH2:18][CH2:17]2)[CH2:12][CH2:13]1. Starting materials: ClC1=CC=C(C=C1)NO (p-Chlorophenylhydroxylamine), C(C)O (ethanol), C1(CCCCC1)C1=CC=C(C=O)C=C1 (p-cyclohexylbenzaldehyde). Yields the product C1CCC(CC1)C(=[N+]([O-])C1=CC=C(C=C1)Cl)C1=CC=CC=C1 (α-p-cyclohexylphenyl-N-p-chlorophenylnitrone). RXN SMILES: [Cl:1][C:2]1[CH:7]=[CH:6][C:5]([NH:8][OH:9])=[CH:4][CH:3]=1.[CH:10]1([C:16]2[CH:23]=[CH:22][C:19](C=O)=[CH:18][CH:17]=2)[CH2:15][CH2:14][CH2:13][CH2:12][CH2:11]1.[CH2:24](O)C>>[CH2:19]1[CH2:18][CH2:17][CH:16]([C:10]([C:15]2[CH:24]=[CH:11][CH:12]=[CH:13][CH:14]=2)=[N+:8]([C:5]2[CH:6]=[CH:7][C:2]([Cl:1])=[CH:3][CH:4]=2)[O-:9])[CH2:23][CH2:22]1. Procedure details: p-Chlorophenylhydroxylamine (0.05 moles) was dissolved in warm 95% ethanol (40 cc) and was treated with p-cyclohexylbenzaldehyde (0.05 moles) with vigorous stirring. The solid which formed was collected, washed with 95% ethanol, and was recrystallized from ethanol to give α-p-cyclohexylphenyl-N-p-chlorophenylnitrone. The reagents and catalysts are [Fe] (iron). Reaction SMILES: [CH:1]([C:4]1[CH:5]=[C:6]([CH:8]=[CH:9][CH:10]=1)[NH2:7])([CH3:3])[CH3:2].[CH:11](OCC)(OCC)OCC.[N+:21]([CH2:24]C(OCC)=O)([O-])=O.[C:30]([OH:33])(=[O:32])[CH3:31]>[Fe]>[CH:1]([C:4]1[CH:5]=[C:6]([N:7]2[CH:11]=[C:31]([C:30]([OH:33])=[O:32])[N:21]=[CH:24]2)[CH:8]=[CH:9][CH:10]=1)([CH3:3])[CH3:2]. Reported procedure: Following the general method described in example 234, 3-isopropylaniline was reacted with triethyl orthoformate, ethyl nitroacetate and acetic acid followed by treatment with triethyl orthoformate, iron and acetic acid and subsequent alkaline hydrolysis. The title compound was obtained as a light brown crystalline solid. Mp.>122° C. dec. (H2O/dioxane), MS: m/e=231 (M+H+). Yields the product C(C)(C)C=1C=C(C=CC1)N1C=NC(=C1)C(=O)O (1-(3-Isopropyl-phenyl)-1H-imidazole-4-carboxylic Acid). Starting materials: C(C)(C)C=1C=C(N)C=CC1 (3-isopropylaniline), C(OCC)(OCC)OCC (triethyl orthoformate), C(C)(=O)O (acetic acid), C(OCC)(OCC)OCC (triethyl orthoformate), [N+](=O)([O-])CC(=O)OCC (ethyl nitroacetate), C(C)(=O)O (acetic acid).